Task: describe an organic reaction: reactants, conditions, products, and yield. Dataset: the Open Reaction Database (ORD), a public repository of structured organic reaction records Reactants: C(CCCCCCC)O (n-octanol). The solvent is O (water). Conditions: time 18 hour. Product: C(CCCCCCC)O.O (n-Octanol Water). As a reaction SMILES: [CH2:1]([OH:9])[CH2:2][CH2:3][CH2:4][CH2:5][CH2:6][CH2:7][CH3:8]>O>[CH2:1]([OH:9])[CH2:2][CH2:3][CH2:4][CH2:5][CH2:6][CH2:7][CH3:8].[OH2:9] |f:2.3|. Procedure: The n-octanol/water partition coefficients were obtained from measurements of the distribution of 1, 3, 5 and 6 umol quantities of each 14C-labeled compound into a mixture of 5 ml of n-octanol and 5 ml water. At each concentration, the amount of labeled compound in the aqueous and n-octanol phases was calculated from the amount of radioactive material present after stirring for 18 hours. A plot of the amount in the n-octanolversus that in the aqueous phase gave a straight line with a slope of K,...